Dataset: the Open Reaction Database (ORD), a public repository of structured organic reaction records. Task: describe an organic reaction: reactants, conditions, products, and yield The reactants are C1(CCCCC1)N=C=NC1CCCCC1 (1,3-dicyclohexylcarbodiimide), BrC1=C(C=CC=C1)CSC1=C(N)C=CC=C1 (2-(2-bromophenylmethylthio)aniline), COC1=CC=C(C=C1)CC(=O)N1[C@H](C(=O)O)CCC1 ((S)-1-(4-methoxyphenylacetyl)proline). Run in ClCCl (dichloromethane), ClCCl (dichloromethane). Reaction conditions: time 1 hour. Product: BrC1=C(C=CC=C1)CSC1=C(C=CC=C1)NC(=O)[C@H]1N(CCC1)C(CC1=CC=C(C=C1)OC)=O ((2S)-(N-[2-(2-Bromophenylmethylthio)phenyl])carbamoyl-1-(4-methoxyphenylacetyl)pyrrolidine). RXN SMILES: C1(N=C=NC2CCCCC2)CCCCC1.[Br:16][C:17]1[CH:22]=[CH:21][CH:20]=[CH:19][C:18]=1[CH2:23][S:24][C:25]1[CH:31]=[CH:30][CH:29]=[CH:28][C:26]=1[NH2:27].[CH3:32][O:33][C:34]1[CH:39]=[CH:38][C:37]([CH2:40][C:41]([N:43]2[CH2:50][CH2:49][CH2:48][C@H:44]2[C:45](O)=[O:46])=[O:42])=[CH:36][CH:35]=1>ClCCl>[Br:16][C:17]1[CH:22]=[CH:21][CH:20]=[CH:19][C:18]=1[CH2:23][S:24][C:25]1[CH:31]=[CH:30][CH:29]=[CH:28][C:26]=1[NH:27][C:45]([C@@H:44]1[CH2:48][CH2:49][CH2:50][N:43]1[C:41](=[O:42])[CH2:40][C:37]1[CH:36]=[CH:35][C:34]([O:33][CH3:32])=[CH:39][CH:38]=1)=[O:46]. Procedure: A solution of 1,3-dicyclohexylcarbodiimide (DCC) (705 g) in dichloromethane (1400 ml) was added over 30 minutes to a stirred solution of 2-(2-bromophenylmethylthio)aniline (see Bull. Chem. Soc. Japan, 48, 2323 (1975)) (957 g) and (S)-1-(4-methoxyphenylacetyl)proline (see Preparation 24) (900 g) in dichloromethane (5.5 L). The mixture was stirred at 25°-35° C. for one hour and filtered. The filtrate was evaporated under reduced pressure to give the desired product as a brown gum which was used di... Reactants: C(C1=CC=CC=C1)NC1(CC2=CC(=C(C=C2C1)CC)CC)C (benzyl-(5,6-diethyl-2-methyl-indan-2-yl)-amine). Reagents/catalysts: [Pd] (Pd/C). Solvent: CO (methanol). The product is C(C)C=1C=C2CC(CC2=CC1CC)(C)N (5,6-Diethyl-2-methyl-indan-2-ylamine). As a reaction SMILES: C([NH:8][C:9]1([CH3:22])[CH2:17][C:16]2[C:11](=[CH:12][C:13]([CH2:20][CH3:21])=[C:14]([CH2:18][CH3:19])[CH:15]=2)[CH2:10]1)C1C=CC=CC=1>CO.[Pd]>[CH2:18]([C:14]1[CH:15]=[C:16]2[C:11](=[CH:12][C:13]=1[CH2:20][CH3:21])[CH2:10][C:9]([NH2:8])([CH3:22])[CH2:17]2)[CH3:19]. Procedure: A solution of benzyl-(5,6-diethyl-2-methyl-indan-2-yl)-amine (0.48 g) in methanol (10 ml) is stirred under an atmosphere of hydrogen in the presence of 10% Pd/C at room temperature for 18 hours. The mixture is filtered through celite and the filtrate is concentrated in vacuo to give the title compound. ES+ MS m/e 204 (MH+) Reactants: ClC1=CC=C(C=C1)C12CNCC2C1 (1-p-chlorophenyl-3-azabicyclo[3.1.0]hexane), C([O-])([O-])=O.[Na+].[Na+] (sodium carbonate), ClC1=CC=C(C(=O)Cl)C=C1 (p-chlorobenzoyl chloride). The solvent is C1=CC=CC=C1 (benzene). Product: ClC1=CC=C(C(=O)N2CC3(CC3C2)C2=CC=C(C=C2)Cl)C=C1 (3-p-chlorobenzoyl-1-(p-chlorophenyl)-3-azabicyclo[3.1.0]hexane). RXN SMILES: [Cl:1][C:2]1[CH:7]=[CH:6][C:5]([C:8]23[CH2:13][CH:12]2[CH2:11][NH:10][CH2:9]3)=[CH:4][CH:3]=1.C(=O)([O-])[O-].[Na+].[Na+].[Cl:20][C:21]1[CH:29]=[CH:28][C:24]([C:25](Cl)=[O:26])=[CH:23][CH:22]=1>C1C=CC=CC=1>[Cl:20][C:21]1[CH:29]=[CH:28][C:24]([C:25]([N:10]2[CH2:11][CH:12]3[C:8]([C:5]4[CH:4]=[CH:3][C:2]([Cl:1])=[CH:7][CH:6]=4)([CH2:13]3)[CH2:9]2)=[O:26])=[CH:23][CH:22]=1 |f:1.2.3|. Procedure details: A 19.35 g sample of 1-p-chlorophenyl-3-azabicyclo[3.1.0]hexane, 10.59 g of sodium carbonate and 17.5 g of p-chlorobenzoyl chloride are reacted in benzene. The benzene is evaporated and the dark purple residue is dissolved in 200 ml of chloroform and washed successively with 5% sodium carbonate, 0.5N hydrochloric acid and then with water and dried over sodium sulfate giving a dark purple oil. Addition of ether gives the product 3-p-chlorobenzoyl-1-(p-chlorophenyl)-3-azabicyclo[3.1.0]hexane as gre... Reactants: CCOCC, CCOC(C)=O, CC(NC(=O)OC(C)(C)C)c1ccc(Cl)cc1CNC(=O)C1CCCN1C(=O)C(O)C1CCCCC1. The product is CC(N)c1ccc(Cl)cc1CNC(=O)C1CCCN1C(=O)C(O)C1CCCCC1. RXN SMILES: [CH3:37][CH2:38][O:39][CH2:40][CH3:41].[CH3:42][CH2:43][O:44][C:45]([CH3:46])=[O:47].[OH:1][CH:2]([C:3](=[O:4])[N:5]1[CH:6]([C:7](=[O:8])[NH:9][CH2:10][c:11]2[c:12]([CH:18]([CH3:19])[NH:20][C:21]([O:22][C:23]([CH3:24])([CH3:25])[CH3:26])=[O:27])[cH:13][cH:14][c:15]([Cl:17])[cH:16]2)[CH2:28][CH2:29][CH2:30]1)[CH:31]1[CH2:32][CH2:33][CH2:34][CH2:35][CH2:36]1>>[OH:1][CH:2]([C:3](=[O:4])[N:5]1[CH:6]([C:7](=[O:8])[NH:9][CH2:10][c:11]2[c:12]([CH:18]([CH3:19])[NH2:20])[cH:13][cH:14][c:15]([Cl:17])[cH:16]2)[CH2:28][CH2:29][CH2:30]1)[CH:31]1[CH2:32][CH2:33][CH2:34][CH2:35][CH2:36]1. Reactants: CCC(C)CC(C)CCCCCCCCC(=O)N[C@H]1C[C@H]([C@H](NC(=O)[C@@H]2[C@H](CCN2C(=O)[C@@H](NC(=O)[C@@H](NC(=O)[C@@H]3C[C@H](CN3C(=O)[C@@H](NC1=O)[C@@H](C)O)O)[C@@H]([C@H](C=4C=CC(=CC4)O)O)O)[C@@H](CCN)O)O)NCCN)O (caspofungin), CCC(C)CC(C)CCCCCCCCC(=O)N[C@H]1C[C@H]([C@H](NC(=O)[C@@H]2[C@H](CCN2C(=O)[C@@H](NC(=O)[C@@H](NC(=O)[C@@H]3C[C@H](CN3C(=O)[C@@H](NC1=O)[C@@H](C)O)O)[C@@H]([C@H](C=4C=CC(=CC4)O)O)O)[C@@H](CCN)O)O)NCCN)O (Caspofungin), 300K, C(C)O (ethanol), C(C)(=O)OCC (ethyl acetate), N[C@@H](CC1=CC=C(C=C1)O)C(=O)O (tyrosine). The solvent is C(C)(=O)O (acetic acid), CO[2H] (MeOD). The product is CCC(C)CC(C)CCCCCCCCC(=O)N[C@H]1C[C@H]([C@H](NC(=O)[C@@H]2[C@H](CCN2C(=O)[C@@H](NC(=O)[C@@H](NC(=O)[C@@H]3C[C@H](CN3C(=O)[C@@H](NC1=O)[C@@H](C)O)O)[C@@H]([C@H](C4=CC=C(C=C4)O)O)O)[C@@H](CCN)O)O)NCCN)O.CC(=O)O.CC(=O)O (Caspofungin Diacetate). RXN SMILES: [CH3:1][CH2:2][CH:3]([CH2:5][CH:6]([CH2:8][CH2:9][CH2:10][CH2:11][CH2:12][CH2:13][CH2:14][CH2:15][C:16]([NH:18][C@@H:19]1[C:50](=[O:51])[NH:49][C@@H:48]([C@H:52]([OH:54])[CH3:53])[C:46](=[O:47])[N:45]2[C@@H:41]([CH2:42][C@@H:43]([OH:55])[CH2:44]2)[C:39](=[O:40])[NH:38][C@@H:37]([C@H:56]([OH:66])[C@@H:57]([OH:65])[C:58]2[CH:59]=[CH:60][C:61]([OH:64])=[CH:62][CH:63]=2)[C:35](=[O:36])[NH:34][C@@H:33]([C@H:67]([OH:71])[CH2:68][CH2:69][NH2:70])[C:31](=[O:32])[N:30]2[C@@H:26]([C@@H:27]([OH:72])[CH2:28][CH2:29]2)[C:24](=[O:25])[NH:23][C@H:22]([NH:73][CH2:74][CH2:75][NH2:76])[C@H:21]([OH:77])[CH2:20]1)=[O:17])[CH3:7])[CH3:4].C(O)C.[C:81]([O:84]CC)(=[O:83])[CH3:82].N[C@H:88]([C:97]([OH:99])=[O:98])CC1C=CC(O)=CC=1>CO[2H].C(O)(=O)C>[CH3:1][CH2:2][CH:3]([CH2:5][CH:6]([CH2:8][CH2:9][CH2:10][CH2:11][CH2:12][CH2:13][CH2:14][CH2:15][C:16]([NH:18][C@@H:19]1[C:50](=[O:51])[NH:49][C@@H:48]([C@H:52]([OH:54])[CH3:53])[C:46](=[O:47])[N:45]2[C@@H:41]([CH2:42][C@@H:43]([OH:55])[CH2:44]2)[C:39](=[O:40])[NH:38][C@@H:37]([C@H:56]([OH:66])[C@@H:57]([OH:65])[C:58]2[CH:59]=[CH:60][C:61]([OH:64])=[CH:62][CH:63]=2)[C:35](=[O:36])[NH:34][C@@H:33]([C@H:67]([OH:71])[CH2:68][CH2:69][NH2:70])[C:31](=[O:32])[N:30]2[C@@H:26]([C@@H:27]([OH:72])[CH2:28][CH2:29]2)[C:24](=[O:25])[NH:23][C@H:22]([NH:73][CH2:74][CH2:75][NH2:76])[C@H:21]([OH:77])[CH2:20]1)=[O:17])[CH3:7])[CH3:4].[CH3:82][C:81]([OH:84])=[O:83].[CH3:88][C:97]([OH:99])=[O:98] |f:6.7.8|. Procedure: By means of NMR the contents of caspofungin, ethanol, ethyl acetate and acetic acid were determined in the crystals obtained above as follows. Approximately 15 mg of sample and standard (DMB) were accurately weighed in a suitable vial. The samples were dissolved in MeOD by vortexing. The samples were measured at 600 MHz using a delay of 30 s at 300K. The spectra that were used for the calculation of the impurities in the aromatic region were measured using a delay of 5 s and 256 scans to enhance... Reactants: hydrochloride salt, CC1=CC=C(C=C1)S(=O)(=O)OCC1OC2=C(C1)C=CC(=C2C2=C(C=CC=C2)Cl)Cl ((±)-[6-chloro-7-(2-chlorophenyl)-2,3-dihydro-1-benzofuran-2-yl]methyl 4-methylbenzenesulfonate), CN (methylamine). Product: ClC1=C(C2=C(CC(O2)CNC)C=C1)C1=C(C=CC=C1)Cl ((±)-{[6-chloro-7-(2-chlorophenyl)-2,3-dihydro-1-benzofuran-2-yl]methyl}methylamine). As a reaction SMILES: CC1C=CC(S(O[CH2:12][CH:13]2[CH2:17][C:16]3[CH:18]=[CH:19][C:20]([Cl:29])=[C:21]([C:22]4[CH:27]=[CH:26][CH:25]=[CH:24][C:23]=4[Cl:28])[C:15]=3[O:14]2)(=O)=O)=CC=1.[CH3:30][NH2:31]>>[Cl:29][C:20]1[CH:19]=[CH:18][C:16]2[CH2:17][CH:13]([CH2:12][NH:31][CH3:30])[O:14][C:15]=2[C:21]=1[C:22]1[CH:27]=[CH:26][CH:25]=[CH:24][C:23]=1[Cl:28]. Reported procedure: The title compound was prepared (0.056 g, 73%) following the general procedure of Example 390 as a white solid, hydrochloride salt from (±)-[6-chloro-7-(2-chlorophenyl)-2,3-dihydro-1-benzofuran-2-yl]methyl 4-methylbenzenesulfonate (0.1 g, 0.23 mmol) and methylamine (0.24 g, 7.8 mmol). mp 155-157° C. Reactants: C1(=CC=CC=C1)C12CC3CC(CC(C1)C3)C2 (1-phenyl adamantane), C(C)(=O)O (acetic acid). Reagents/catalysts: [O-2].[O-2].[O-2].[Cr+6] (chromiumtrioxide). Solvent: C(C)(=O)OC(C)=O (acetic anhydride). Run at temperature 4 celsius, time 24 hour. The product is OC12CC3(CC(CC(C1)C3)C2)C2=CC=CC=C2 (1-Hydroxy-3-phenyl Adamantane). Yield: 50.0%. Reaction SMILES: [C:1]1([C:7]23[CH2:16][CH:11]4[CH2:12][CH:13]([CH2:15][CH:9]([CH2:10]4)[CH2:8]2)[CH2:14]3)[CH:6]=[CH:5][CH:4]=[CH:3][CH:2]=1.C(O)(=[O:19])C>C(OC(=O)C)(=O)C.[O-2].[O-2].[O-2].[Cr+6]>[OH:19][C:11]12[CH2:12][CH:13]3[CH2:15][CH:9]([CH2:8][C:7]([C:1]4[CH:2]=[CH:3][CH:4]=[CH:5][CH:6]=4)([CH2:14]3)[CH2:16]1)[CH2:10]2 |f:3.4.5.6|. Procedure details: To a solution of 0.03 mol chromiumtrioxide in 20 ml glacial acetic acid and 20 ml acetic anhydride, add 0.0095 mol of 1-phenyl adamantane at 0° C. and stir for 24 hours at 4° C. Pour the reaction mixture onto water and extract with three portions of pentane. Wash the organic phase with saturated sodium chloride solution, dry over magnesium sulfate, filter and evaporate to dryness under vacuum. Hydrolize the residue with 20 ml of 2N NaOH and 50 ml of methanol. Subsequently, remove the methanol un... Starting materials: C(#C)C=1C=NN2C1N=C(C=C2C(F)(F)F)C2=CC=C(C=C2)C(F)(F)F (3-ethynyl-7-trifluoromethyl-5-(4-trifluoromethyl-phenyl)-pyrazolo[1,5-a]pyrimidine), BrC=1C=CC(=NC1)NCCO (2-(5-Bromo-pyridin-2-ylamino)-ethanol). Yields the product FC(C1=CC(=NC=2N1N=CC2C#CC=2C=CC(=NC2)NCCO)C2=CC=C(C=C2)C(F)(F)F)(F)F (2-{5-[7-Trifluoromethyl-5-(4-trifluoromethyl-phenyl)-pyrazolo[1,5-a]pyrimidin-3-ylethynyl]-pyridin-2-ylamino}-ethanol), solid. The yield is 10.0%. Reaction SMILES: [C:1]([C:3]1[CH:4]=[N:5][N:6]2[C:11]([C:12]([F:15])([F:14])[F:13])=[CH:10][C:9]([C:16]3[CH:21]=[CH:20][C:19]([C:22]([F:25])([F:24])[F:23])=[CH:18][CH:17]=3)=[N:8][C:7]=12)#[CH:2].Br[C:27]1[CH:28]=[CH:29][C:30]([NH:33][CH2:34][CH2:35][OH:36])=[N:31][CH:32]=1>>[F:15][C:12]([F:14])([F:13])[C:11]1[N:6]2[N:5]=[CH:4][C:3]([C:1]#[C:2][C:27]3[CH:28]=[CH:29][C:30]([NH:33][CH2:34][CH2:35][OH:36])=[N:31][CH:32]=3)=[C:7]2[N:8]=[C:9]([C:16]2[CH:21]=[CH:20][C:19]([C:22]([F:25])([F:24])[F:23])=[CH:18][CH:17]=2)[CH:10]=1. Reported procedure: The title compound was prepared from 3-ethynyl-7-trifluoromethyl-5-(4-trifluoromethyl-phenyl)-pyrazolo[1,5-a]pyrimidine (example C.1) (355 g, 1.0 mmol) and 2-(5-bromo-pyridin-2-ylamino)-ethanol (example B.46) (195 mg, 0.9 mmol) according to general procedure II. Obtained as a red solid (50 mg, 10%). MS (ISP) 492.0 [(M+H)+]; mp 202-203° C. The reactants are CCO, CN1CCCC1=O, [Cl-], COc1cc(Cl)c(-n2c(=O)[nH]c3c(OC)nc(Cl)nc32)cc1OCc1c(F)cccc1OC, NCCO, [NH4+]. Product: COc1cc(Cl)c(-n2c(=O)[nH]c3c(OC)nc(NCCO)nc32)cc1OCc1c(F)cccc1OC. As a reaction SMILES: [CH3:38][CH2:39][OH:40].[CH3:43][N:44]1[CH2:45][CH2:46][CH2:47][C:48]1=[O:49].[Cl-:41].[Cl:1][c:2]1[n:3][c:4]([O:32][CH3:33])[c:5]2[nH:6][c:7](=[O:31])[n:8](-[c:11]3[c:12]([Cl:30])[cH:13][c:14]([O:28][CH3:29])[c:15]([O:17][CH2:18][c:19]4[c:20]([F:27])[cH:21][cH:22][cH:23][c:24]4[O:25][CH3:26])[cH:16]3)[c:9]2[n:10]1.[NH2:34][CH2:35][CH2:36][OH:37].[NH4+:42]>>[c:2]1([NH:34][CH2:35][CH2:36][OH:37])[n:3][c:4]([O:32][CH3:33])[c:5]2[nH:6][c:7](=[O:31])[n:8](-[c:11]3[c:12]([Cl:30])[cH:13][c:14]([O:28][CH3:29])[c:15]([O:17][CH2:18][c:19]4[c:20]([F:27])[cH:21][cH:22][cH:23][c:24]4[O:25][CH3:26])[cH:16]3)[c:9]2[n:10]1.